The task is: describe an organic reaction: reactants, conditions, products, and yield. This data is from the Open Reaction Database (ORD), a public repository of structured organic reaction records. Reactants: ClC1=NC=C(C(=O)N)C(=C1)NCC1=CC(=CC=C1)I (6-chloro-4-(3-iodobenzylamino)nicotinamide), N1C=NC=C1 (imidazole), OC=1C=CC=C2C=CC=NC12 (8-hydroxyquinoline), C(=O)([O-])[O-].[K+].[K+] (K2CO3). Reagents/catalysts: [Cu]I (CuI). The solvent is CS(=O)C (DMSO). Reaction conditions: time 2 hour. Yields the product N1(C=NC=C1)C=1C=C(CNC2=CC(=NC=C2C(=O)N)Cl)C=CC1 (4-(3-(1H-imidazol-1-yl)benzylamino)-6-chloronicotinamide). Isolated yield 51.0%. Reaction SMILES: [Cl:1][C:2]1[CH:10]=[C:9]([NH:11][CH2:12][C:13]2[CH:18]=[CH:17][CH:16]=[C:15](I)[CH:14]=2)[C:5]([C:6]([NH2:8])=[O:7])=[CH:4][N:3]=1.[NH:20]1[CH:24]=[CH:23][N:22]=[CH:21]1.OC1C=CC=C2C=1N=CC=C2.C([O-])([O-])=O.[K+].[K+]>CS(C)=O.[Cu]I>[N:20]1([C:15]2[CH:14]=[C:13]([CH:18]=[CH:17][CH:16]=2)[CH2:12][NH:11][C:9]2[C:5]([C:6]([NH2:8])=[O:7])=[CH:4][N:3]=[C:2]([Cl:1])[CH:10]=2)[CH:24]=[CH:23][N:22]=[CH:21]1 |f:3.4.5|. Procedure: A mixture of 6-chloro-4-(3-iodobenzylamino)nicotinamide (130 mg, 0.335 mmol), imidazole (30 mg, 0.441 mmol), 8-hydroxyquinoline (15 mg, 0.103 mmol), K2CO3 (60 mg, 0.434 mmol) and CuI (15 mg, 0.078 mmol) in DMSO (1 mL) was degassed with Ar, then was stirred at 130 C for 2 h. The mixture was purified by HPLC to give 4-(3-(1H-imidazol-1-yl)benzylamino)-6-chloronicotinamide (56 mg). The reactants are CC(C)(C)OC(=O)N1CCc2c(n(CCC(=O)O)c3ccccc23)CC1, C1CCOC1, COc1ccc(N)cc1, CN(C)c1ccccn1, CCOC(C)=O, CC(C)N=C=NC(C)C. The product is COc1ccc(NC(=O)CCn2c3c(c4ccccc42)CCN(C(=O)OC(C)(C)C)CC3)cc1. As a reaction SMILES: [C:1]([CH3:2])([CH3:3])([CH3:4])[O:5][C:6](=[O:7])[N:8]1[CH2:9][CH2:10][c:11]2[n:12]([CH2:22][CH2:23][C:24](=[O:25])[OH:26])[c:13]3[cH:14][cH:15][cH:16][cH:17][c:18]3[c:19]2[CH2:20][CH2:21]1.[CH2:54]1[O:55][CH2:56][CH2:57][CH2:58]1.[CH3:27][O:28][c:29]1[cH:30][cH:31][c:32]([NH2:35])[cH:33][cH:34]1.[CH3:36][N:37]([c:38]1[cH:39][cH:40][cH:41][cH:42][n:43]1)[CH3:44].[CH3:59][CH2:60][O:61][C:62]([CH3:63])=[O:64].[CH:45]([N:46]=[C:47]=[N:48][CH:49]([CH3:50])[CH3:51])([CH3:52])[CH3:53]>>[C:1]([CH3:2])([CH3:3])([CH3:4])[O:5][C:6](=[O:7])[N:8]1[CH2:9][CH2:10][c:11]2[n:12]([CH2:22][CH2:23][C:24](=[O:26])[NH:35][c:32]3[cH:31][cH:30][c:29]([O:28][CH3:27])[cH:34][cH:33]3)[c:13]3[cH:14][cH:15][cH:16][cH:17][c:18]3[c:19]2[CH2:20][CH2:21]1.